describe an organic reaction: reactants, conditions, products, and yield From a dataset of the Open Reaction Database (ORD), a public repository of structured organic reaction records. Procedure: To a solution of the above 5-chloro-4′-fluoro-2-nitrobiphenyl (4.20 g, 15.7 mmol) and iron powder (2.75 g, 49.3 mmol) in ethanol (20 mL), a saturated aqueous ammonium chloride solution (aq., 8.0 mL) was added, and the mixture was stirred at 90° C. for 30 minutes. After the reaction, the reaction mixture was cooled to room temperature and ethyl acetate (30 mL) was added. After the organic phase was washed with water (30 mL), it was dried with sodium sulfate. After the filtration and concentration... Reagents/catalysts: [Fe] (iron). Isolated yield 70.1%. The product is ClC1=CC=C(C(=C1)C1=CC=C(C=C1)F)N (5-Chloro-4′-fluorobiphenyl-2-amine). As a reaction SMILES: [Cl:1][C:2]1[CH:3]=[CH:4][C:5]([N+:15]([O-])=O)=[C:6]([C:8]2[CH:13]=[CH:12][C:11]([F:14])=[CH:10][CH:9]=2)[CH:7]=1.[Cl-].[NH4+].C(OCC)(=O)C>C(O)C.[Fe]>[Cl:1][C:2]1[CH:7]=[C:6]([C:8]2[CH:13]=[CH:12][C:11]([F:14])=[CH:10][CH:9]=2)[C:5]([NH2:15])=[CH:4][CH:3]=1 |f:1.2|. Reactants: ClC=1C=CC(=C(C1)C1=CC=C(C=C1)F)[N+](=O)[O-] (5-chloro-4′-fluoro-2-nitrobiphenyl), [Cl-].[NH4+] (ammonium chloride), C(C)(=O)OCC (ethyl acetate). Run at temperature 90 celsius, time 30 minute. Run in C(C)O (ethanol). Starting materials: BrC=1C=C(C(=NC1)N)C=1N=NN(C1)C(C)C (5-bromo-3-(1-isopropyl-1H-[1,2,3]triazol-4-yl)-pyridin-2-ylamine), CN1C=CC2=CC(=CC=C12)B(O)O (N-methylindole-5-boronic acid), O (water), C(=O)([O-])[O-].[K+].[K+] (K2CO3). Reagents/catalysts: C=1C=CC(=CC1)[P](C=2C=CC=CC2)(C=3C=CC=CC3)[Pd]([P](C=4C=CC=CC4)(C=5C=CC=CC5)C=6C=CC=CC6)([P](C=7C=CC=CC7)(C=8C=CC=CC8)C=9C=CC=CC9)[P](C=1C=CC=CC1)(C=1C=CC=CC1)C=1C=CC=CC1 (Pd(PPh3)4). Solvent: O1CCOCC1 (1,4-dioxane), CCOC(=O)C (EtOAc). Conditions: temperature 100 celsius, time 16 hour. The product is C(C)(C)N1N=NC(=C1)C=1C(=NC=C(C1)C=1C=C2C=CN(C2=CC1)C)N (3-(1-Isopropyl-1H-[1,2,3]triazol-4-yl)-5-(1-methyl-1H-indol-5-yl)-pyridin-2-ylamine). RXN SMILES: Br[C:2]1[CH:3]=[C:4]([C:9]2[N:10]=[N:11][N:12]([CH:14]([CH3:16])[CH3:15])[CH:13]=2)[C:5]([NH2:8])=[N:6][CH:7]=1.[CH3:17][N:18]1[C:26]2[C:21](=[CH:22][C:23](B(O)O)=[CH:24][CH:25]=2)[CH:20]=[CH:19]1.O.C([O-])([O-])=O.[K+].[K+]>O1CCOCC1.CCOC(C)=O.C1C=CC([P]([Pd]([P](C2C=CC=CC=2)(C2C=CC=CC=2)C2C=CC=CC=2)([P](C2C=CC=CC=2)(C2C=CC=CC=2)C2C=CC=CC=2)[P](C2C=CC=CC=2)(C2C=CC=CC=2)C2C=CC=CC=2)(C2C=CC=CC=2)C2C=CC=CC=2)=CC=1>[CH:14]([N:12]1[CH:13]=[C:9]([C:4]2[C:5]([NH2:8])=[N:6][CH:7]=[C:2]([C:23]3[CH:22]=[C:21]4[C:26](=[CH:25][CH:24]=3)[N:18]([CH3:17])[CH:19]=[CH:20]4)[CH:3]=2)[N:10]=[N:11]1)([CH3:16])[CH3:15] |f:3.4.5,^1:52,54,73,92|. Reported procedure: To a solution of 5-bromo-3-(1-isopropyl-1H-[1,2,3]triazol-4-yl)-pyridin-2-ylamine (200 mg, 0.708 mmol) and N-methylindole-5-boronic acid (124 mg, 0.708 mmol) in 1,4-dioxane (6.0 mL)/water (3.0 mL) was added K2CO3 (293 mg, 2.126 mmol) at room temperature. The reaction mixture was purged with argon for 30 min. Then Pd(PPh3)4 (41 mg, 0.035 mmol) was added and the mixture was allowed to stir at 100° C. for 16 h. The reaction mixture was cooled to RT, diluted with EtOAc (20 mL) and washed with water ... Starting materials: BrC1=CC(=C2C=NNC2=C1)[N+](=O)[O-] (6-bromo-4-nitro-1H-indazole), [B-](F)(F)(F)F.[B-](F)(F)(F)F.C1C[N+]2(CC[N+]1(CC2)CCl)F (1-(chloromethyl)-4-fluoro-1,4-diazoniabicyclo[2.2.2]octane ditetrafluoroborate), C(C)#N (acetonitrile). The solvent is C(C)(=O)O (acetic acid). Reaction conditions: temperature 100 celsius. Yields the product BrC1=CC(=C2C(=NNC2=C1)F)[N+](=O)[O-].BrC1=CC(=C2C=NNC2=C1)[N+](=O)[O-] (6-Bromo-3-fluoro-4-nitro-1H-indazole 6-bromo-4-nitro-1H-indazole). Isolated yield 49.7%. As a reaction SMILES: [Br:1][C:2]1[CH:10]=[C:9]2[C:5]([CH:6]=[N:7][NH:8]2)=[C:4]([N+:11]([O-:13])=[O:12])[CH:3]=1.[B-](F)(F)(F)[F:15].[B-](F)(F)(F)F.C1[N+]2(CCl)CC[N+](F)(CC2)C1.C(#N)C>C(O)(=O)C>[Br:1][C:2]1[CH:10]=[C:9]2[C:5]([C:6]([F:15])=[N:7][NH:8]2)=[C:4]([N+:11]([O-:13])=[O:12])[CH:3]=1.[Br:1][C:2]1[CH:10]=[C:9]2[C:5]([CH:6]=[N:7][NH:8]2)=[C:4]([N+:11]([O-:13])=[O:12])[CH:3]=1 |f:1.2.3,6.7|. Reported procedure: A microwave vial was charged with 6-bromo-4-nitro-1H-indazole (available from Sinova) (363 mg) and 1-(chloromethyl)-4-fluoro-1,4-diazoniabicyclo[2.2.2]octane ditetrafluoroborate (691 mg) followed by acetonitrile (5 ml) and acetic acid (1 ml). The reaction vessel was sealed and heated under microwave irradiation at 100° C. for two periods of 30 min then at 150° C. for two periods of 30 min. The solution was evaporated to dryness, dissolved in chloroform (˜10 ml) and loaded onto a 20 g silica cart... Starting materials: N1C([C@]2(C3=CC=CC=C13)C1=C(OC2)C=C2OCCC2=C1)=O ((3R)-5,6-dihydrospiro[benzo[1,2-b:5,4-b′]difuran-3,3′-indol]-2′(1′H)-one), ClCC=1C=NC(=NC1)OC (5-(chloromethyl)-2-methoxypyrimidine), N1C(C2(C3=CC=CC=C13)C1=C(OC2)C=C2OCCC2=C1)=O (5,6-dihydrospiro[benzo[1,2-b:5,4-b′]difuran-3,3′-indol]-2′(1′H)-one), (2-bromomethyl)pyridine hydrobromide. Yields the product N1=C(C=CC=C1)CN1C([C@]2(C3=CC=CC=C13)C1=C(OC2)C=C2OCCC2=C1)=O ((3R)-1′-(pyridin-2-ylmethyl)-5,6-dihydrospiro[benzo[1,2-b:5,4-b′]difuran-3,3′-indol]-2′(1′H)-one). As a reaction SMILES: [NH:1]1[C:9]2[C:4](=[CH:5][CH:6]=[CH:7][CH:8]=2)[C@@:3]2([CH2:13][O:12][C:11]3[CH:14]=[C:15]4[C:19](=[CH:20][C:10]2=3)[CH2:18][CH2:17][O:16]4)[C:2]1=[O:21].[NH:22]1[C:30]2[C:25](=CC=C[CH:29]=2)[C:24]2(COC3C=C4C(=[CH:41][C:31]2=3)CCO4)C1=O.ClCC1C=NC(OC)=NC=1>>[N:22]1[CH:41]=[CH:31][CH:24]=[CH:25][C:30]=1[CH2:29][N:1]1[C:9]2[C:4](=[CH:5][CH:6]=[CH:7][CH:8]=2)[C@@:3]2([CH2:13][O:12][C:11]3[CH:14]=[C:15]4[C:19](=[CH:20][C:10]2=3)[CH2:18][CH2:17][O:16]4)[C:2]1=[O:21]. Reported procedure: Following the procedure as described in EXAMPLE 5 and making non-critical variations using (3R)-5,6-dihydrospiro[benzo[1,2-b:5,4-b′]difuran-3,3′-indol]-2′(1′H)-one to replace 5,6-dihydrospiro[benzo[1,2-b:5,4-b′]difuran-3,3′-indol]-2′(1′H)-one, and (2-bromomethyl)pyridine hydrobromide to replace 5-(chloromethyl)-2-methoxypyrimidine, (3R)-1′-(pyridin-2-ylmethyl)-5,6-dihydrospiro[benzo[1,2-b:5,4-b′]difuran-3,3′-indol]-2′(1′H)-one was obtained (77%) as a colorless solid: mp 154-156° C. (diethyl ethe... Reactants: ClC1=C(C=C(C=C1C)B1OC(C(O1)(C)C)(C)C)C (2-chloro-1,3-dimethyl-5-(4,4,5,5-tetramethyl-[1,3,2]dioxaborolan-2-yl)-benzene), BrC=1N=C(N(C1)C)C (4-bromo-1,2-dimethyl-imidazole), Intermediate 56. Yields the product ClC1=C(C=C(C=C1C)C=1N=C(N(C1)C)C)C (4-(4-Chloro-3,5-dimethyl-phenyl)-1,2-dimethyl-imidazole). RXN SMILES: [Cl:1][C:2]1[C:7]([CH3:8])=[CH:6][C:5](B2OC(C)(C)C(C)(C)O2)=[CH:4][C:3]=1[CH3:18].Br[C:20]1[N:21]=[C:22]([CH3:26])[N:23]([CH3:25])[CH:24]=1>>[Cl:1][C:2]1[C:3]([CH3:18])=[CH:4][C:5]([C:20]2[N:21]=[C:22]([CH3:26])[N:23]([CH3:25])[CH:24]=2)=[CH:6][C:7]=1[CH3:8]. Procedure: The title compound is prepared from 2-chloro-1,3-dimethyl-5-(4,4,5,5-tetramethyl-[1,3,2]dioxaborolan-2-yl)-benzene and 4-bromo-1,2-dimethyl-imidazole following a procedure analogous to that described in Step 1 of Intermediate 56. Starting materials: O=C([O-])[O-], CC(C)=O, CCOCC, O=C(O)c1cccc(OCCF)c1OCCF, CCI, [K+], [K+]. As a reaction SMILES: [C:21](=[O:22])([O-:23])[O-:24].[CH3:27][C:28](=[O:29])[CH3:30].[CH3:31][CH2:32][O:33][CH2:34][CH3:35].[F:4][CH2:5][CH2:6][O:7][c:8]1[c:9]([C:10](=[O:11])[OH:12])[cH:13][cH:14][cH:15][c:16]1[O:17][CH2:18][CH2:19][F:20].[I:1][CH2:2][CH3:3].[K+:25].[K+:26]>>[CH2:2]([CH3:3])[O:12][C:10]([c:9]1[c:8]([O:7][CH2:6][CH2:5][F:4])[c:16]([O:17][CH2:18][CH2:19][F:20])[cH:15][cH:14][cH:13]1)=[O:11]. Yields the product CCOC(=O)c1cccc(OCCF)c1OCCF. The reactants are Cl.C(CCC)NC(NC1=CC=NC=C1)=O (3-n-butyl-1-(4-pyridyl)urea hydrochloride), [H][H] (hydrogen). Reagents/catalysts: [Rh] (rhodium/alumina). Solvent: C(C)O.O (ethanol water). Yields the product C(CCC)NC(NC1CCNCC1)=O (3-n-butyl-1-(4-piperidyl)urea). The yield is 19.4%. RXN SMILES: Cl.[CH2:2]([NH:6][C:7](=[O:15])[NH:8][C:9]1[CH:14]=[CH:13][N:12]=[CH:11][CH:10]=1)[CH2:3][CH2:4][CH3:5].[H][H]>C(O)C.O.[Rh]>[CH2:2]([NH:6][C:7](=[O:15])[NH:8][CH:9]1[CH2:14][CH2:13][NH:12][CH2:11][CH2:10]1)[CH2:3][CH2:4][CH3:5] |f:0.1,3.4|. Reported procedure: A solution of 3-n-butyl-1-(4-pyridyl)urea hydrochloride (37.4 g) in ethanol-water (1:1, 400 ml) containing 5% rhodium/alumina catalyst (10 g) was hydrogenated (50°, 750 psi) until no further uptake of hydrogen occurred. The catalyst was then removed by filtration and the solvent evaporated to leave an oil which partially solidified on storage at 0°. The solid was separated, treated with base, extracted with chloroform/n-butanol, the extracts evaporated and the residue recrystallized twice from e... Starting materials: NCc1ccc(-c2nc3c(N4CCN(Cc5cccnc5)CC4)c(Br)cnc3[nH]2)cc1, CC(C)(C)OC(=O)N1CCN(Cc2ccc(-c3nc4c(N5CCN(Cc6cncnc6)CC5)c(Cl)cnc4[nH]3)cc2)CC1, ClCCl, O=C(O)C(F)(F)F. Yields the product Clc1cnc2[nH]c(-c3ccc(CN4CCNCC4)cc3)nc2c1N1CCN(Cc2cncnc2)CC1. RXN SMILES: [Br:1][c:2]1[c:3]([N:4]2[CH2:5][CH2:6][N:7]([CH2:8][c:9]3[cH:10][n:11][cH:12][cH:13][cH:14]3)[CH2:15][CH2:16]2)[c:17]2[n:18][c:19](-[c:20]3[cH:21][cH:22][c:23]([CH2:24][NH2:25])[cH:26][cH:27]3)[nH:28][c:29]2[n:30][cH:31]1.[Cl:32][c:33]1[c:34]([N:62]2[CH2:63][CH2:64][N:65]([CH2:68][c:69]3[cH:70][n:71][cH:72][n:73][cH:74]3)[CH2:66][CH2:67]2)[c:35]2[c:36]([n:37][cH:38]1)[nH:39][c:40](-[c:42]1[cH:43][cH:44][c:45]([CH2:46][N:47]3[CH2:48][CH2:49][N:50]([C:53]([O:54][C:55]([CH3:56])([CH3:57])[CH3:58])=[O:59])[CH2:51][CH2:52]3)[cH:60][cH:61]1)[n:41]2.[Cl:82][CH2:83][Cl:84].[F:75][C:76]([F:77])([F:78])[C:79]([OH:80])=[O:81]>>[Cl:32][c:33]1[c:34]([N:62]2[CH2:63][CH2:64][N:65]([CH2:68][c:69]3[cH:70][n:71][cH:72][n:73][cH:74]3)[CH2:66][CH2:67]2)[c:35]2[c:36]([n:37][cH:38]1)[nH:39][c:40](-[c:42]1[cH:43][cH:44][c:45]([CH2:46][N:47]3[CH2:48][CH2:49][NH:50][CH2:51][CH2:52]3)[cH:60][cH:61]1)[n:41]2.